Dataset: the Open Reaction Database (ORD), a public repository of structured organic reaction records. Task: describe an organic reaction: reactants, conditions, products, and yield Reactants: [Br-], C=O, [CH2]C, C#CC1CCCCC1. Yields the product OCC#CC1CCCCC1. As a reaction SMILES: [Br-:3].[CH2:12]=[O:13].[CH2:1][CH3:2].[CH:4]1([C:10]#[CH:11])[CH2:5][CH2:6][CH2:7][CH2:8][CH2:9]1>>[CH:4]1([C:10]#[C:11][CH2:12][OH:13])[CH2:5][CH2:6][CH2:7][CH2:8][CH2:9]1. Starting materials: CC1=C2C(=NC=3C=CC=CC13)CCNCC2 (1,2,4,5-tetrahydro-11-methyl-azepino[4,5-b]quinoline), S(=O)(=O)(C)Cl (mesyl chloride). The solvent is N1=CC=CC=C1 (pyridine). Yields the product Cl.CS(=O)(=O)N1CCC2=NC=3C=CC=CC3C(=C2CC1)C (3-Methylsulfonyl-1,2,4,5-tetrahydro-11-methyl3H-azepino[4,5-b]quinoline hydrochloride). Isolated yield 73.0%. Reaction SMILES: [CH3:1][C:2]1[C:11]2[CH:10]=[CH:9][CH:8]=[CH:7][C:6]=2[N:5]=[C:4]2[CH2:12][CH2:13][NH:14][CH2:15][CH2:16][C:3]=12.[S:17]([Cl:21])([CH3:20])(=[O:19])=[O:18]>N1C=CC=CC=1>[ClH:21].[CH3:20][S:17]([N:14]1[CH2:15][CH2:16][C:3]2[C:4](=[N:5][C:6]3[CH:7]=[CH:8][CH:9]=[CH:10][C:11]=3[C:2]=2[CH3:1])[CH2:12][CH2:13]1)(=[O:19])=[O:18] |f:3.4|. Procedure details: 3-Methylsulfonyl-1,2,4,5-tetrahydro-11-methyl3H-azepino[4,5-b]quinoline hydrochloride was prepared by acylation of 1,2,4,5-tetrahydro-11-methyl-azepino[4,5-b]quinoline with mesyl chloride in pyridine. Procedure details: The title compound was prepared from (2-amino-4-chloro-5-methyl-phenyl)-carbamic acid tert-butyl ester (Example J22) and 3-oxo-3-(3-pyridin-3-yl-phenyl)-propionic acid tert-butyl ester (Example K1) according to the general procedure M. Obtained as a yellow solid (310 mg). Reaction SMILES: [C:1]([O:5][C:6](=[O:17])[NH:7][C:8]1[CH:13]=[C:12]([CH3:14])[C:11]([Cl:15])=[CH:10][C:9]=1[NH2:16])([CH3:4])([CH3:3])[CH3:2].C([O:22][C:23](=O)[CH2:24][C:25](=[O:38])[C:26]1[CH:31]=[CH:30][CH:29]=[C:28]([C:32]2[CH:33]=[N:34][CH:35]=[CH:36][CH:37]=2)[CH:27]=1)(C)(C)C>>[C:1]([O:5][C:6](=[O:17])[NH:7][C:8]1[CH:13]=[C:12]([CH3:14])[C:11]([Cl:15])=[CH:10][C:9]=1[NH:16][C:23](=[O:22])[CH2:24][C:25](=[O:38])[C:26]1[CH:31]=[CH:30][CH:29]=[C:28]([C:32]2[CH:33]=[N:34][CH:35]=[CH:36][CH:37]=2)[CH:27]=1)([CH3:4])([CH3:2])[CH3:3]. Starting materials: C(C)(C)(C)OC(NC1=C(C=C(C(=C1)C)Cl)N)=O ((2-amino-4-chloro-5-methyl-phenyl)-carbamic acid tert-butyl ester), C(C)(C)(C)OC(CC(C1=CC(=CC=C1)C=1C=NC=CC1)=O)=O (3-oxo-3-(3-pyridin-3-yl-phenyl)-propionic acid tert-butyl ester). Product: C(C)(C)(C)OC(NC1=C(C=C(C(=C1)C)Cl)NC(CC(C1=CC(=CC=C1)C=1C=NC=CC1)=O)=O)=O ({4-Chloro-5-methyl-2-[3-oxo-3-(3-pyridin-3-yl-phenyl)-propionylamino]-phenyl}-carbamic acid tert-butyl ester), solid. Reactants: COC1=C(C=C(C=C1)C)C (1-methoxy-2,4-dimethylbenzene), FC(C(CC(C)(C)C1=C(C=CC(=C1)C)OC)=O)(F)F (1,1,1-trifluoro-4-(2-methoxy-5-methylphenyl)-4-methylpentan-2-one). The product is FC(C(CC(C)(C)C1=C(C(=CC(=C1)C)C)OC)=O)(F)F (1,1,1-Trifluoro-4-(2-methoxy-3,5-dimethylphenyl)-4-methylpentan-2-one). As a reaction SMILES: [CH3:1]OC1C=CC(C)=CC=1C.[F:11][C:12]([F:29])([F:28])[C:13](=[O:27])[CH2:14][C:15]([C:18]1[CH:23]=[C:22]([CH3:24])[CH:21]=[CH:20][C:19]=1[O:25][CH3:26])([CH3:17])[CH3:16]>>[F:11][C:12]([F:28])([F:29])[C:13](=[O:27])[CH2:14][C:15]([C:18]1[CH:23]=[C:22]([CH3:24])[CH:21]=[C:20]([CH3:1])[C:19]=1[O:25][CH3:26])([CH3:17])[CH3:16]. Procedure: The title product was prepared from 1-methoxy-2,4-dimethylbenzene according to the same procedure described in the synthesis of 1,1,1-trifluoro-4-(2-methoxy-5-methylphenyl)-4-methylpentan-2-one.